From a dataset of the Open Reaction Database (ORD), a public repository of structured organic reaction records. describe an organic reaction: reactants, conditions, products, and yield The reactants are C(C1=CC=CC=C1)OC(C1=CC(C(=O)N(CCC)C)=CC(=C1)C1=CC=NC=C1)=O (N-methyl-N-propyl-5-pyridin-4-yl-isophthalamic acid benzyl ester). Reagents/catalysts: [Pd] (palladium on carbon). Run in CO (MeOH). Product: CN(C(C=1C=C(C(=O)O)C=C(C1)C1=CC=NC=C1)=O)CCC (N-Methyl-N-propyl-5-pyridin-4-yl-isophthalamic acid). As a reaction SMILES: C([O:8][C:9](=[O:29])[C:10]1[CH:22]=[C:21]([C:23]2[CH:28]=[CH:27][N:26]=[CH:25][CH:24]=2)[CH:20]=[C:12]([C:13]([N:15]([CH3:19])[CH2:16][CH2:17][CH3:18])=[O:14])[CH:11]=1)C1C=CC=CC=1>[Pd].CO>[CH3:19][N:15]([CH2:16][CH2:17][CH3:18])[C:13](=[O:14])[C:12]1[CH:11]=[C:10]([CH:22]=[C:21]([C:23]2[CH:28]=[CH:27][N:26]=[CH:25][CH:24]=2)[CH:20]=1)[C:9]([OH:29])=[O:8]. Procedure: Stir a mixture of N-methyl-N-propyl-5-pyridin-4-yl-isophthalamic acid benzyl ester (1.900 g, 4.891 mmol), 10% palladium on carbon (0.208 g) in MeOH (50 mL) under an atmosphere of hydrogen gas (1 atm) for 0.5 h. Filter through a filtering agent and concentrate to give the title compound (quantitative yield).